From a dataset of the Open Reaction Database (ORD), a public repository of structured organic reaction records. describe an organic reaction: reactants, conditions, products, and yield Reactants: N#Cc1ccc(-c2nc(CO)no2)cc1, CS(C)=O, C(=NC1CCCCC1)=NC1CCCCC1, O. Yields the product N#Cc1ccc(-c2nc(C=O)no2)cc1. RXN SMILES: [C:1](#[N:2])[c:3]1[cH:4][cH:5][c:6](-[c:9]2[n:10][c:11]([CH2:14][OH:15])[n:12][o:13]2)[cH:7][cH:8]1.[CH3:32][S:33](=[O:34])[CH3:35].[CH:16]1([N:17]=[C:18]=[N:19][CH:20]2[CH2:21][CH2:22][CH2:23][CH2:24][CH2:25]2)[CH2:26][CH2:27][CH2:28][CH2:29][CH2:30]1.[OH2:31]>>[C:1](#[N:2])[c:3]1[cH:4][cH:5][c:6](-[c:9]2[n:10][c:11]([CH:14]=[O:15])[n:12][o:13]2)[cH:7][cH:8]1.